Dataset: the Open Reaction Database (ORD), a public repository of structured organic reaction records. Task: describe an organic reaction: reactants, conditions, products, and yield Reactants: COC=1C=C2C(=CC=NC2=CC1OC)OC1=CC=C(C=C1)N (6,7-Dimethoxy-4-(4-aminophenoxy)quinoline), C(CCC)C1=CC=C(C=C1)N=C=O (4-butylphenyl isocyanate). Run in C1(=CC=CC=C1)C (toluene). The product is C(CCC)C1=CC=C(C=C1)NC(=O)NC1=CC=C(C=C1)OC1=CC=NC2=CC(=C(C=C12)OC)OC (N-(4-Butylphenyl)-N'-{4-[(6,7-dimethoxy-4-quinolinyl)oxy]phenyl}urea). Yield: 45.0%. RXN SMILES: [CH3:1][O:2][C:3]1[CH:4]=[C:5]2[C:10](=[CH:11][C:12]=1[O:13][CH3:14])[N:9]=[CH:8][CH:7]=[C:6]2[O:15][C:16]1[CH:21]=[CH:20][C:19]([NH2:22])=[CH:18][CH:17]=1.[CH2:23]([C:27]1[CH:32]=[CH:31][C:30]([N:33]=[C:34]=[O:35])=[CH:29][CH:28]=1)[CH2:24][CH2:25][CH3:26]>C1(C)C=CC=CC=1>[CH2:23]([C:27]1[CH:32]=[CH:31][C:30]([NH:33][C:34]([NH:22][C:19]2[CH:18]=[CH:17][C:16]([O:15][C:6]3[C:5]4[C:10](=[CH:11][C:12]([O:13][CH3:14])=[C:3]([O:2][CH3:1])[CH:4]=4)[N:9]=[CH:8][CH:7]=3)=[CH:21][CH:20]=2)=[O:35])=[CH:29][CH:28]=1)[CH2:24][CH2:25][CH3:26]. Procedure: 6,7-Dimethoxy-4-(4-aminophenoxy)quinoline (50 mg) was dissolved in toluene (3 ml) with heat, 4-butylphenyl isocyanate (0.2 ml) was added, and the admixture was refluxed with heat for 26 minutes. The resulting residue was purified by column chromatography on silica gel eluting with chloroform/acetone (10/1) to obtain 36 mg of the title compound (yield: 45%). Reactants: CC(C)(C)O, CN1CCN(Cc2ccc([N+](=O)[O-])c(Cl)c2)CC1, [K+], [K+], COC(=O)c1sc(N)cc1OC(C)c1ccccc1C(F)(F)F, O=C([O-])[O-]. The product is COC(=O)c1sc(Nc2cc(CN3CCN(C)CC3)ccc2[N+](=O)[O-])cc1OC(C)c1ccccc1C(F)(F)F. RXN SMILES: [CH3:48][C:49]([OH:50])([CH3:51])[CH3:52].[Cl:1][c:2]1[cH:3][c:4]([CH2:11][N:12]2[CH2:13][CH2:14][N:15]([CH3:18])[CH2:16][CH2:17]2)[cH:5][cH:6][c:7]1[N+:8](=[O:9])[O-:10].[K+:42].[K+:43].[NH2:19][c:20]1[cH:21][c:22]([O:29][CH:30]([CH3:31])[c:32]2[c:33]([C:38]([F:39])([F:40])[F:41])[cH:34][cH:35][cH:36][cH:37]2)[c:23]([C:25](=[O:26])[O:27][CH3:28])[s:24]1.[O-:44][C:45]([O-:46])=[O:47]>>[c:2]1([NH:19][c:20]2[cH:21][c:22]([O:29][CH:30]([CH3:31])[c:32]3[c:33]([C:38]([F:39])([F:40])[F:41])[cH:34][cH:35][cH:36][cH:37]3)[c:23]([C:25](=[O:26])[O:27][CH3:28])[s:24]2)[cH:3][c:4]([CH2:11][N:12]2[CH2:13][CH2:14][N:15]([CH3:18])[CH2:16][CH2:17]2)[cH:5][cH:6][c:7]1[N+:8](=[O:9])[O-:10]. Reactants: ClC=1N=C(C2=C(N1)C(S(C2)(=O)=O)C)N2[C@H](COCC2)C (2-chloro-7-methyl-4-[(3S)-3-methylmorpholin-4-yl]-5,7-dihydrothieno[3,4-d]pyrimidine 6,6-dioxide), C1(CC1)NC(=O)NC1=CC=C(C=C1)B1OC(C(O1)(C)C)(C)C (1-cyclopropyl-3-(4-(4,4,5,5-tetramethyl-1,3,2-dioxaborolan-2-yl)phenyl)urea), C(=O)([O-])[O-].[Na+].[Na+] (Na2CO3). Reagents/catalysts: C1=CC=C(C=C1)P([C-]2C=CC=C2)C3=CC=CC=C3.C1=CC=C(C=C1)P([C-]2C=CC=C2)C3=CC=CC=C3.Cl[Pd]Cl.[Fe+2] (PdCl2(dppf)). Run in COCCOC.O (DME H2O). Reaction conditions: temperature 80 celsius, time 8 hour. Product: C1(CC1)NC(=O)NC1=CC=C(C=C1)C=1N=C(C2=C(N1)C(S(C2)(=O)=O)C)N2[C@H](COCC2)C (1-cyclopropyl-3-(4-(7-methyl-4-((S)-3-methylmorpholino)-6,6-dioxido-5,7-dihydrothieno[3,4-d]pyrimidin-2-yl)phenyl)urea). The yield is 21.9%. RXN SMILES: Cl[C:2]1[N:3]=[C:4]([N:14]2[CH2:19][CH2:18][O:17][CH2:16][C@@H:15]2[CH3:20])[C:5]2[CH2:10][S:9](=[O:12])(=[O:11])[CH:8]([CH3:13])[C:6]=2[N:7]=1.[CH:21]1([NH:24][C:25]([NH:27][C:28]2[CH:33]=[CH:32][C:31](B3OC(C)(C)C(C)(C)O3)=[CH:30][CH:29]=2)=[O:26])[CH2:23][CH2:22]1.C([O-])([O-])=O.[Na+].[Na+]>COCCOC.O.C1C=CC(P(C2C=CC=CC=2)[C-]2C=CC=C2)=CC=1.C1C=CC(P(C2C=CC=CC=2)[C-]2C=CC=C2)=CC=1.Cl[Pd]Cl.[Fe+2]>[CH:21]1([NH:24][C:25]([NH:27][C:28]2[CH:33]=[CH:32][C:31]([C:2]3[N:3]=[C:4]([N:14]4[CH2:19][CH2:18][O:17][CH2:16][C@@H:15]4[CH3:20])[C:5]4[CH2:10][S:9](=[O:12])(=[O:11])[CH:8]([CH3:13])[C:6]=4[N:7]=3)=[CH:30][CH:29]=2)=[O:26])[CH2:23][CH2:22]1 |f:2.3.4,5.6,7.8.9.10|. Procedure details: To a solution of 2-chloro-7-methyl-4-[(3S)-3-methylmorpholin-4-yl]-5,7-dihydrothieno[3,4-d]pyrimidine 6,6-dioxide (32 mg, 0.10 mmol) in DME/H2O (4:1, 10 mL) was added 1-cyclopropyl-3-(4-(4,4,5,5-tetramethyl-1,3,2-dioxaborolan-2-yl)phenyl)urea (45 mg, 0.15 mmol) and Na2CO3 (32 mg, 0.30 mmol) followed by PdCl2(dppf) (10 mg, 0.013 mmol). The resulting mixture was stirred overnight at 80° C. under nitrogen. The solvent was removed under vacuum to give a residue which was partitioned between ethyl ac... The reactants are CC#N, OB(O)c1ccccc1Cl, O=Cc1cc2cccc(Cl)c2nc1Cl, [Na+], [Na+], O=C([O-])[O-], O, c1ccc(P(c2ccccc2)(c2ccccc2)[Pd](P(c2ccccc2)(c2ccccc2)c2ccccc2)(P(c2ccccc2)(c2ccccc2)c2ccccc2)P(c2ccccc2)(c2ccccc2)c2ccccc2)cc1. The product is O=Cc1cc2cccc(Cl)c2nc1-c1ccccc1Cl. RXN SMILES: [CH3:31][C:32]#[N:33].[Cl:15][c:16]1[c:17]([B:22]([OH:23])[OH:24])[cH:18][cH:19][cH:20][cH:21]1.[Cl:1][c:2]1[n:3][c:4]2[c:5]([Cl:14])[cH:6][cH:7][cH:8][c:9]2[cH:10][c:11]1[CH:12]=[O:13].[Na+:25].[Na+:26].[O-:27][C:28](=[O:29])[O-:30].[OH2:34].[cH:35]1[cH:36][cH:37][c:38]([P:39]([Pd:40]([P:41]([c:42]2[cH:43][cH:44][cH:45][cH:46][cH:47]2)([c:48]2[cH:49][cH:50][cH:51][cH:52][cH:53]2)[c:54]2[cH:55][cH:56][cH:57][cH:58][cH:59]2)([P:60]([c:61]2[cH:62][cH:63][cH:64][cH:65][cH:66]2)([c:67]2[cH:68][cH:69][cH:70][cH:71][cH:72]2)[c:73]2[cH:74][cH:75][cH:76][cH:77][cH:78]2)[P:79]([c:80]2[cH:81][cH:82][cH:83][cH:84][cH:85]2)([c:86]2[cH:87][cH:88][cH:89][cH:90][cH:91]2)[c:92]2[cH:93][cH:94][cH:95][cH:96][cH:97]2)([c:98]2[cH:99][cH:100][cH:101][cH:102][cH:103]2)[c:104]2[cH:105][cH:106][cH:107][cH:108][cH:109]2)[cH:110][cH:111]1>>[c:2]1(-[c:17]2[c:16]([Cl:15])[cH:21][cH:20][cH:19][cH:18]2)[n:3][c:4]2[c:5]([Cl:14])[cH:6][cH:7][cH:8][c:9]2[cH:10][c:11]1[CH:12]=[O:13].